This data is from the Open Reaction Database (ORD), a public repository of structured organic reaction records. The task is: describe an organic reaction: reactants, conditions, products, and yield Reactants: CC1=CC=C(C=C1)S (p-thiocresol), C([O-])([O-])=O.[K+].[K+] (potassium carbonate), C(C)#N (acetonitrile), ClC(C#N)C1=CC(=C(C=C1)OC)OC (α-chloro-3,4-dimethoxybenzeneacetonitrile). Solvent: C(C)(=O)OCC (ethyl acetate), CCCCCC (hexane). The product is COC=1C=C(C=CC1OC)C(C#N)SC1=CC=C(C=C1)C (3,4-Dimethoxy-α-[(4-methylphenyl)thio]benzeneacetonitrile). The yield is 65.4%. Reaction SMILES: Cl[CH:2]([C:5]1[CH:10]=[CH:9][C:8]([O:11][CH3:12])=[C:7]([O:13][CH3:14])[CH:6]=1)[C:3]#[N:4].[CH3:15][C:16]1[CH:21]=[CH:20][C:19]([SH:22])=[CH:18][CH:17]=1.C(=O)([O-])[O-].[K+].[K+].C(#N)C>C(OCC)(=O)C.CCCCCC>[CH3:14][O:13][C:7]1[CH:6]=[C:5]([CH:2]([S:22][C:19]2[CH:20]=[CH:21][C:16]([CH3:15])=[CH:17][CH:18]=2)[C:3]#[N:4])[CH:10]=[CH:9][C:8]=1[O:11][CH3:12] |f:2.3.4|. Reported procedure: A mixture of 4.12 g of α-chloro-3,4-dimethoxybenzeneacetonitrile (U.S. Pat. No. 4,833,162), 2.48 g of p-thiocresol, 2.76 g of potassium carbonate and 100 mL of acetonitrile is stirred at 65° C. overnight. After filtering off the salts, the reaction mixture is concentrated in vacuo leaving a golden oil. The oil is dissolved in a minimum amount of ethyl acetate and diluted with 3 volumes of hexane. Seeding gives 3.81 g of the desired compound as light yellow crystals. Run in O1CCOCC1 (1,4-dioxane), [OH-].[Na+] (NaOH). Reaction SMILES: C([O:5][C:6]([N:8]1[CH2:14][CH2:13][CH2:12][C@H:11]([O:15][C:16]2[CH:21]=[C:20]([F:22])[CH:19]=[CH:18][C:17]=2[C:23]([N:25]2[CH2:39][C:28]3=[C:29]4[N:34]([N:35]=[C:27]3[CH2:26]2)[C:33]([CH3:36])=[C:32]([Cl:37])[C:31]([CH3:38])=[N:30]4)=[O:24])[CH2:10][CH2:9]1)=[O:7])(C)(C)C.Cl>O1CCOCC1.[OH-].[Na+]>[CH:6]([OH:7])=[O:5].[NH:8]1[CH2:14][CH2:13][CH2:12][C@H:11]([O:15][C:16]2[CH:21]=[C:20]([F:22])[CH:19]=[CH:18][C:17]=2[C:23]([N:25]2[CH2:39][C:28]3=[C:29]4[N:34]([N:35]=[C:27]3[CH2:26]2)[C:33]([CH3:36])=[C:32]([Cl:37])[C:31]([CH3:38])=[N:30]4)=[O:24])[CH2:10][CH2:9]1 |f:3.4,5.6|. The yield is 6.8%. Product: C(=O)O.N1CC[C@H](CCC1)OC1=C(C=CC(=C1)F)C(=O)N1CC=2C(=C3N=C(C(=C(N3N2)C)Cl)C)C1 ([2-((S)-azepan-4-yloxy)-4-fluoro-phenyl]-(6-chloro-5,7-dimethyl-1H,3H-2,4,7a,8-tetraaza-cyclopenta[a]inden-2-yl)-methanone formic acid salt). The reactants are C(C)(C)(C)OC(=O)N1CC[C@H](CCC1)OC1=C(C=CC(=C1)F)C(=O)N1CC=2C(=C3N=C(C(=C(N3N2)C)Cl)C)C1 ((S)-4-[2-(6-chloro-5,7-dimethyl-1H,3H-2,4,7a,8-tetraaza-cyclopenta[a]indene-2-carbonyl)-5-fluoro-phenoxy]-azepane-1-carboxylic acid tert-butyl ester), solution, Cl (HCl). Reported procedure: A solution of (S)-4-[2-(6-chloro-5,7-dimethyl-1H,3H-2,4,7a,8-tetraaza-cyclopenta[a]indene-2-carbonyl)-5-fluoro-phenoxy]-azepane-1-carboxylic acid tert-butyl ester (180 mg; 1.11 mmol; 1 eq.) in a 4M solution of HCl in 1,4-dioxane (2 mL) was stirred at room temperature for 16 hours. The residue was diluted with 0.1M NaOH and extracted with DCM (2×). The combined organic phase was dried over magnesium sulfate and concentrated in vacuo. Purification by mass directed preparative HPLC afforded the tit... Starting materials: IC1=CC=C2C(=CN(C2=C1)C)C=1C(NC(C1C1=CN(C2=CC(=CC=C12)[N+](=O)[O-])C)=O)=O (3-(6-iodo-1-methyl-1H-indol-3-yl)-4-(1-methyl-6-nitro-1H-indol-3-yl)pyrrole-2,5-dione), C(CCC)[Sn](C=1SC=CC1)(CCCC)CCCC (2-(tributylstannyl)thiophene). Yields the product CN1C=C(C2=CC=C(C=C12)[N+](=O)[O-])C=1C(NC(C1C1=CN(C2=CC(=CC=C12)C=1SC=CC1)C)=O)=O (3-(1-Methyl-6-nitro-1H-indol-3-yl)-4-(1-methyl-6-thiophen-2-yl-1H-indol-3yl)-pyrrole-2,5-dione). Yield: 37.3%. As a reaction SMILES: I[C:2]1[CH:10]=[C:9]2[C:5]([C:6]([C:12]3[C:13](=[O:31])[NH:14][C:15](=[O:30])[C:16]=3[C:17]3[C:25]4[C:20](=[CH:21][C:22]([N+:26]([O-:28])=[O:27])=[CH:23][CH:24]=4)[N:19]([CH3:29])[CH:18]=3)=[CH:7][N:8]2[CH3:11])=[CH:4][CH:3]=1.C([Sn](CCCC)(CCCC)[C:37]1[S:38][CH:39]=[CH:40][CH:41]=1)CCC>>[CH3:29][N:19]1[C:20]2[C:25](=[CH:24][CH:23]=[C:22]([N+:26]([O-:28])=[O:27])[CH:21]=2)[C:17]([C:16]2[C:15](=[O:30])[NH:14][C:13](=[O:31])[C:12]=2[C:6]2[C:5]3[C:9](=[CH:10][C:2]([C:37]4[S:38][CH:39]=[CH:40][CH:41]=4)=[CH:3][CH:4]=3)[N:8]([CH3:11])[CH:7]=2)=[CH:18]1. Reported procedure: 3-(1-Methyl-6-nitro-1H-indol-3-yl)-4-(1-methyl-6-thiophen-2-yl-1H-indol-3yl)-pyrrole-2,5-dione (180 mg, 37%) was prepared from 3-(6-iodo-1-methyl-1H-indol-3-yl)-4-(1-methyl-6-nitro-1H-indol-3-yl)pyrrole-2,5-dione (525 mg, 1 mmol) and 2-(tributylstannyl)thiophene (0.98 mL, 3.09 mmol). Starting materials: intermediate 2, C(CC)C1=CC(=NC=C1)NC(C1=CC=C(C=C1)B1OC(C(O1)(C)C)(C)C)=O (N-(4-Propylpyridin-2-yl)-4-(4,4,5,5-tetramethyl-1,3,2-dioxaborolan-2-yl)benzamide), C(CC)C1=CC(=NC=C1)NC(C1=CC=C(C=C1)B1OC(C(O1)(C)C)(C)C)=O (N-(4-Propylpyridin-2-yl)-4-(4,4,5,5-tetramethyl-1,3,2-dioxaborolan-2-yl)benzamide), NC=1C=2N(C=CN1)C(=NC2Br)[C@H]2N(CCC2)C(=O)OCC2=CC=CC=C2 ((S)-benzyl 2-(8-amino-1-bromoimidazo[1,5-a]pyrazin-3-yl)pyrrolidine-1-carboxylate), NC=1C=2N(C=CN1)C(=NC2Br)[C@H]2N(CCC2)C(=O)OCC2=CC=CC=C2 ((S)-benzyl 2-(8-amino-1-bromoimidazo[1,5-a]pyrazin-3-yl)pyrrolidine-1-carboxylate). Product: NC=1C=2N(C=CN1)C(=NC2C2=CC=C(C(=O)NC1=NC=CC(=C1)CCC)C=C2)[C@H]2NCCC2 ((S)-4-(8-Amino-3-(pyrrolidin-2-yl)imidazo[1,5-a]pyrazin-1-yl)-N-(4-propylpyridin-2-yl)benzamide). Isolated yield 93.0%. RXN SMILES: [NH2:1][C:2]1[C:3]2[N:4]([C:8]([C@@H:12]3[CH2:16][CH2:15][CH2:14][N:13]3C(OCC3C=CC=CC=3)=O)=[N:9][C:10]=2Br)[CH:5]=[CH:6][N:7]=1.[CH2:27]([C:30]1[CH:35]=[CH:34][N:33]=[C:32]([NH:36][C:37](=[O:53])[C:38]2[CH:43]=[CH:42][C:41](B3OC(C)(C)C(C)(C)O3)=[CH:40][CH:39]=2)[CH:31]=1)[CH2:28][CH3:29]>>[NH2:1][C:2]1[C:3]2[N:4]([C:8]([C@@H:12]3[CH2:16][CH2:15][CH2:14][NH:13]3)=[N:9][C:10]=2[C:41]2[CH:42]=[CH:43][C:38]([C:37]([NH:36][C:32]3[CH:31]=[C:30]([CH2:27][CH2:28][CH3:29])[CH:35]=[CH:34][N:33]=3)=[O:53])=[CH:39][CH:40]=2)[CH:5]=[CH:6][N:7]=1. Procedure: This intermediate was prepared, in an analogous manner as described for intermediate 2, from (S)-benzyl 2-(8-amino-1-bromoimidazo[1,5-a]pyrazin-3-yl)pyrrolidine-1-carboxylate (Intermediate 1e) and N-(4-Propylpyridin-2-yl)-4-(4,4,5,5-tetramethyl-1,3,2-dioxaborolan-2-yl)benzamide (intermediate 8) to afford the title compound (147.8 mg, 93%). Starting materials: NCC(C(=O)OC(C)(C)C)C1(C(N(CC1)CCC1=CC=CC=C1)=O)CC(C)C (tert-butyl α-(1-aminomethyl)-3-(2-methylpropyl)-2-oxo-1-(2-phenylethyl)-3-pyrrolidineacetate), C(C)(C)N(CC)C(C)C (diisopropylethylamine), COC1=CC=C(C=C1)S(=O)(=O)Cl (4-methoxybenzenesulfonyl chloride). Run in C(Cl)Cl (CH2Cl2), C(Cl)Cl (CH2Cl2). Run at time 8 hour. Yields the product COC1=CC=C(C=C1)S(=O)(=O)NCC(C(=O)OC(C)(C)C)C1(C(N(CC1)CCC1=CC=CC=C1)=O)CC(C)C (tert-Butyl α-[[[(4-Methoxyphenyl)sulfonyl]amino]methyl]-3-(2-methylpropyl)-2-oxo-1-(2-phenylethyl)-3-pyrrolidineacetate). Isolated yield 95.0%. Reaction SMILES: [NH2:1][CH2:2][CH:3]([C:11]1([CH2:25][CH:26]([CH3:28])[CH3:27])[CH2:15][CH2:14][N:13]([CH2:16][CH2:17][C:18]2[CH:23]=[CH:22][CH:21]=[CH:20][CH:19]=2)[C:12]1=[O:24])[C:4]([O:6][C:7]([CH3:10])([CH3:9])[CH3:8])=[O:5].C(N(C(C)C)CC)(C)C.[CH3:38][O:39][C:40]1[CH:45]=[CH:44][C:43]([S:46](Cl)(=[O:48])=[O:47])=[CH:42][CH:41]=1>C(Cl)Cl>[CH3:38][O:39][C:40]1[CH:41]=[CH:42][C:43]([S:46]([NH:1][CH2:2][CH:3]([C:11]2([CH2:25][CH:26]([CH3:28])[CH3:27])[CH2:15][CH2:14][N:13]([CH2:16][CH2:17][C:18]3[CH:19]=[CH:20][CH:21]=[CH:22][CH:23]=3)[C:12]2=[O:24])[C:4]([O:6][C:7]([CH3:10])([CH3:9])[CH3:8])=[O:5])(=[O:48])=[O:47])=[CH:44][CH:45]=1. Procedure: A cold (0° C.) solution of tert-butyl α-(1-aminomethyl)-3-(2-methylpropyl)-2-oxo-1-(2-phenylethyl)-3-pyrrolidineacetate (337 mg, 0.867 mmol) in dry CH2Cl2 (3 mL) is treated with diisopropylethylamine (240 μL, 1.30 mmol) and 4-methoxybenzenesulfonyl chloride (215 mg, 1.30 mmol). The solution was allowed to slowly warm to room temperature, stirring overnight under N2. After diluting with CH2Cl2 (25 mL), the solution is washed with dilute NaHCO3 (10 mL), H2O (10 mL), and brine (10 mL). The organic ... Reactants: C(C)(=O)OC(C)=O (acetic anhydride), C([O-])([O-])=O.[K+].[K+] (potassium carbonate), ClC=1C=C(C=CC1Cl)S (3,4-dichlorothiophenol), CN=C(C=1C(C(=O)O)=C(C=C(C1)[N+](=O)[O-])[N+](=O)[O-])O (3,5-dinitrophthalic acid N-methylimide). Run in C1(=CC=CC=C1)C (toluene), C(C)(=O)OCC (ethyl acetate), O1CCCC1 (tetrahydrofuran). Reaction conditions: time 8 hour. Product: ClC=1C=C(C=CC1Cl)SC1=C2C(C(=O)OC2=O)=CC(=C1)[N+](=O)[O-] (3-(3,4-Dichlorophenylthio)-5-nitrophthalic anhydride). Reaction SMILES: CN=[C:3]([OH:19])[C:4]1[C:5](=[C:9]([N+]([O-])=O)[CH:10]=[C:11]([N+:13]([O-:15])=[O:14])[CH:12]=1)[C:6]([OH:8])=[O:7].C(=O)([O-])[O-].[K+].[K+].[Cl:26][C:27]1[CH:28]=[C:29]([SH:34])[CH:30]=[CH:31][C:32]=1[Cl:33].C(OC(=O)C)(=O)C>C1(C)C=CC=CC=1.O1CCCC1.C(OCC)(=O)C>[Cl:26][C:27]1[CH:28]=[C:29]([S:34][C:9]2[CH:10]=[C:11]([N+:13]([O-:15])=[O:14])[CH:12]=[C:4]3[C:3]([O:7][C:6](=[O:8])[C:5]=23)=[O:19])[CH:30]=[CH:31][C:32]=1[Cl:33] |f:1.2.3|. Procedure: 18.84 g (75 mmols) of 3,5-dinitrophthalic acid N-methylimide [prepared according to Example 2] are initially introduced into 250 ml of ethyl acetate and treated with 30.4 g (220 mmols) of ground, anhydrous potassium carbonate, and 14 g (78 mmols) of 3,4-dichlorothiophenol are then added dropwise. After the addition of 95 ml of tetrahydrofuran, the mixture is stirred overnight and then evaporated to dryness. The residue is kept under reflux overnight in 100 ml of water, the mixture is extracted a... The reactants are BrC1=CC2=C(CCO2)C=C1NN=C1C(NCCC1)=O (3-[(6-bromo-2,3-dihydro-1-benzofuran-5-yl)hydrazinylidene]piperidin-2-one), C(C)(=O)O (acetic acid). Conditions: temperature 115 celsius, time 4 hour. The product is BrC=1C=C2C(=C3C4=C(NC13)C(NCC4)=O)CCO2 (5-bromo-1,2,6,8,9,10-hexahydro-7H-furo[3,2-e]pyrido[3,4-b]indol-7-one). Reaction SMILES: [Br:1][C:2]1[C:10]([NH:11]N=C2CCCNC2=O)=[CH:9][C:5]2[CH2:6][CH2:7][O:8][C:4]=2[CH:3]=1.[C:20]([OH:23])(=O)[CH3:21]>>[Br:1][C:2]1[CH:3]=[C:4]2[O:8][CH2:7][CH2:6][C:5]2=[C:9]2[C:10]=1[NH:11][C:21]1[C:20](=[O:23])[NH:11][CH2:10][CH2:9][C:5]2=1. Reported procedure: A mixture of 3-[(6-bromo-2,3-dihydro-1-benzofuran-5-yl)hydrazinylidene]piperidin-2-one (a mixture of E and Z isomers)(137 mg) and acetic acid (3.00 mL) was stirred at 115° C. for 4 hours. After cooling to room temperature, the reaction mixture was concentrated under reduced pressure and the obtained residue was purified by silica gel chromatography (chloroform:methanol=100:0 to 96:4) to obtain 5-bromo-1,2,6,8,9,10-hexahydro-7H-furo[3,2-e]pyrido[3,4-b]indol-7-one (40.0 mg) as a red solid. The reactants are Cn1ccnc1C=O, Cc1cc(C)n2nc(C=O)nc2n1, COc1ccc(CCC2(C3CCCC3)CC(=O)CC(=O)O2)cc1Cl, CC(C)Oc1ccc(CCC2(C3CCCC3)CC(=O)CC(=O)O2)cc1Cl. The product is COc1ccc(CCC2(C3CCCC3)CC(=O)C(Cc3nccn3C)C(=O)O2)cc1Cl. As a reaction SMILES: [CH3:1][n:2]1[c:3]([CH:7]=[O:8])[n:4][cH:5][cH:6]1.[CH3:9][c:10]1[cH:11][c:12]([CH3:13])[n:14]2[n:15][c:16]([CH:17]=[O:18])[n:19][c:20]2[n:21]1.[Cl:22][c:23]1[cH:24][c:25]([CH2:31][CH2:32][C:33]2([CH:41]3[CH2:42][CH2:43][CH2:44][CH2:45]3)[CH2:34][C:35](=[O:40])[CH2:36][C:37](=[O:39])[O:38]2)[cH:26][cH:27][c:28]1[O:29][CH3:30].[Cl:46][c:47]1[cH:48][c:49]([CH2:50][CH2:51][C:52]2([CH:53]3[CH2:54][CH2:55][CH2:56][CH2:57]3)[O:58][C:59](=[O:60])[CH2:61][C:62](=[O:63])[CH2:64]2)[cH:65][cH:66][c:67]1[O:68][CH:69]([CH3:70])[CH3:71]>>[CH3:1][n:2]1[c:3]([CH2:7][CH:36]2[C:35](=[O:40])[CH2:34][C:33]([CH2:32][CH2:31][c:25]3[cH:24][c:23]([Cl:22])[c:28]([O:29][CH3:30])[cH:27][cH:26]3)([CH:41]3[CH2:42][CH2:43][CH2:44][CH2:45]3)[O:38][C:37]2=[O:39])[n:4][cH:5][cH:6]1.